From a dataset of the Open Reaction Database (ORD), a public repository of structured organic reaction records. describe an organic reaction: reactants, conditions, products, and yield Reactants: C(=O)(C(F)(F)F)O (TFA), C(C)(C)(C)SSCCNC(OC(C)(C)C)=O (tert-butyl (2-(tert-butyldisulfanyl)ethyl)carbamate), C(C)(C)(C)SSCCNC(OC(C)(C)C)=O (tert-butyl (2-(tert-butyldisulfanyl)ethyl)carbamate). Solvent: C(Cl)Cl (DCM). Run at time 15 minute. The product is C(C)(C)(C)SSCCN (2-(tert-butyldisulfanyl)ethanamine). The yield is 335.3%. As a reaction SMILES: C(O)(C(F)(F)F)=O.[C:8]([S:12][S:13][CH2:14][CH2:15][NH:16]C(=O)OC(C)(C)C)([CH3:11])([CH3:10])[CH3:9]>C(Cl)Cl>[C:8]([S:12][S:13][CH2:14][CH2:15][NH2:16])([CH3:11])([CH3:10])[CH3:9]. Procedure: A solution of TFA (1.0 ml) in DCM (1.0 ml) was added to tert-butyl (2-(tert-butyldisulfanyl)ethyl)carbamate (Compound 6b-A, 100 mg, 0.377 mmol), and the mixture was stirred at room temperature for 15 minutes. The reaction solution was concentrated under reduced pressure to afford the title compound (209 mg, quant.). Reactants: [BH4-], CCCCOC(C)OC(C)C(=O)OCC(C)C, CO, Cc1ccccc1, [Na+], O. Reaction SMILES: [BH4-:1].[CH2:3]([CH2:4][CH2:5][CH3:6])[O:7][CH:8]([CH3:9])[O:10][CH:11]([C:12](=[O:13])[O:14][CH2:15][CH:16]([CH3:17])[CH3:18])[CH3:19].[CH3:20][OH:21].[CH3:23][c:24]1[cH:25][cH:26][cH:27][cH:28][cH:29]1.[Na+:2].[OH2:22]>>[CH2:3]([CH2:4][CH2:5][CH3:6])[O:7][CH:8]([CH3:9])[O:10][CH:11]([CH2:12][OH:13])[CH3:19]. Product: CCCCOC(C)OC(C)CO. The reactants are BrC=1C=C(C=CC1F)CNC(=O)C1=NC(=CC=C1)C(=O)NCC=1C(=C2C(=NC1CC)N(N=C2)CC)NC2CCOCC2 (N-[(3-bromo-4-fluorophenyl)methyl]-N′-{[1,6-diethyl-4-(tetrahydro-2H-pyran-4-ylamino)-1H-pyrazolo[3,4-b]pyridin-5-yl]methyl}-2,6-pyridinedicarboxamide), C(=O)C=1C=C(C=CC1)B(O)O ((3-formylphenyl)boronic acid), C(=O)([O-])[O-].[Na+].[Na+] (Na2CO3). Reagents/catalysts: C1=CC=C(C=C1)P([C-]2C=CC=C2)C3=CC=CC=C3.C1=CC=C(C=C1)P([C-]2C=CC=C2)C3=CC=CC=C3.Cl[Pd]Cl.[Fe+2] (PdCl2(dppf)). Run in O1CCOCC1 (1,4-dioxane), O (water). Run at temperature 100 celsius. The product is C(C)N1N=CC=2C1=NC(=C(C2NC2CCOCC2)CNC(=O)C2=NC(=CC=C2)C(=O)NCC=2C=C(C(=CC2)F)C2=CC(=CC=C2)C=O)CC (N-{[1,6-diethyl-4-(tetrahydro-2H-pyran-4-ylamino)-1H-pyrazolo[3,4-b]pyridin-5-yl]methyl}-N′-[(6-fluoro-3′-formyl-3-biphenylyl)methyl]-2,6-pyridinedicarboxamide). RXN SMILES: Br[C:2]1[CH:3]=[C:4]([CH2:9][NH:10][C:11]([C:13]2[CH:18]=[CH:17][CH:16]=[C:15]([C:19]([NH:21][CH2:22][C:23]3[C:24]([NH:36][CH:37]4[CH2:42][CH2:41][O:40][CH2:39][CH2:38]4)=[C:25]4[CH:33]=[N:32][N:31]([CH2:34][CH3:35])[C:26]4=[N:27][C:28]=3[CH2:29][CH3:30])=[O:20])[N:14]=2)=[O:12])[CH:5]=[CH:6][C:7]=1[F:8].[CH:43]([C:45]1[CH:46]=[C:47](B(O)O)[CH:48]=[CH:49][CH:50]=1)=[O:44].C([O-])([O-])=O.[Na+].[Na+]>O1CCOCC1.O.C1C=CC(P(C2C=CC=CC=2)[C-]2C=CC=C2)=CC=1.C1C=CC(P(C2C=CC=CC=2)[C-]2C=CC=C2)=CC=1.Cl[Pd]Cl.[Fe+2]>[CH2:34]([N:31]1[C:26]2=[N:27][C:28]([CH2:29][CH3:30])=[C:23]([CH2:22][NH:21][C:19]([C:15]3[CH:16]=[CH:17][CH:18]=[C:13]([C:11]([NH:10][CH2:9][C:4]4[CH:3]=[C:2]([C:49]5[CH:48]=[CH:47][CH:46]=[C:45]([CH:43]=[O:44])[CH:50]=5)[C:7]([F:8])=[CH:6][CH:5]=4)=[O:12])[N:14]=3)=[O:20])[C:24]([NH:36][CH:37]3[CH2:42][CH2:41][O:40][CH2:39][CH2:38]3)=[C:25]2[CH:33]=[N:32]1)[CH3:35] |f:2.3.4,7.8.9.10|. Reported procedure: A mixture of N-[(3-bromo-4-fluorophenyl)methyl]-N′-{[1,6-diethyl-4-(tetrahydro-2H-pyran-4-ylamino)-1H-pyrazolo[3,4-b]pyridin-5-yl]methyl}-2,6-pyridinedicarboxamide (187 mg, 0.293 mmol), (3-formylphenyl)boronic acid (43.9 mg, 0.293 mmol), Na2CO3 (93 mg, 0.879 mmol) and PdCl2(dppf) (21.43 mg, 0.029 mmol) was diluted in a mixture of 1,4-dioxane (9 mL) and water (3 mL) in a 20 mL Biotage microwave reaction tube. The mixture was degassed by bubbling argon through it for 5 minutes and it was then heat... The reactants are CCCCOc1cc(CCC(=O)OC)ccc1CCCc1ccc(OCC)c(OC)c1, [Li+], C1CCOC1, [OH-]. Yields the product CCCCOc1cc(CCC(=O)O)ccc1CCCc1ccc(OCC)c(OC)c1. Reaction SMILES: [CH2:3]([CH2:4][CH2:5][CH3:6])[O:7][c:8]1[cH:9][c:10]([CH2:28][CH2:29][C:30](=[O:31])[O:32][CH3:33])[cH:11][cH:12][c:13]1[CH2:14][CH2:15][CH2:16][c:17]1[cH:18][c:19]([O:26][CH3:27])[c:20]([O:23][CH2:24][CH3:25])[cH:21][cH:22]1.[Li+:1].[O:34]1[CH2:35][CH2:36][CH2:37][CH2:38]1.[OH-:2]>>[CH2:3]([CH2:4][CH2:5][CH3:6])[O:7][c:8]1[cH:9][c:10]([CH2:28][CH2:29][C:30](=[O:31])[OH:32])[cH:11][cH:12][c:13]1[CH2:14][CH2:15][CH2:16][c:17]1[cH:18][c:19]([O:26][CH3:27])[c:20]([O:23][CH2:24][CH3:25])[cH:21][cH:22]1. Reactants: CN1C[C@@H](C[C@@H]2C=3C=CC=C4NC=C(C[C@@H]12)C34)CN3C(NC(C3)=O)=O (1-[(6-methylergolin -8β- yl)methyl]-2,4-imidazolidinedione), N1C(NC(C=C1)=O)=O (2,4-(1H,3H)-pyrimidinedione). Yields the product CN1C[C@@H](C[C@@H]2C=3C=CC=C4NC=C(C[C@@H]12)C34)C[N+]3(C(NC(C3)=O)=O)[O-] (1-[(6-methylergolin -8β- yl)methyl]-2,4-imidazolidinedione-N-oxide). The yield is 63.0%. Reaction SMILES: [CH3:1][N:2]1[C@H:16]2[C@@H:6]([C:7]3[CH:8]=[CH:9][CH:10]=[C:11]4[C:17]=3[C:14]([CH2:15]2)=[CH:13][NH:12]4)[CH2:5][C@@H:4]([CH2:18][N:19]2[CH2:23][C:22](=[O:24])[NH:21][C:20]2=[O:25])[CH2:3]1.N1C=CC(=[O:32])NC1=O>>[CH3:1][N:2]1[C@H:16]2[C@@H:6]([C:7]3[CH:8]=[CH:9][CH:10]=[C:11]4[C:17]=3[C:14]([CH2:15]2)=[CH:13][NH:12]4)[CH2:5][C@@H:4]([CH2:18][N+:19]2([O-:32])[CH2:23][C:22](=[O:24])[NH:21][C:20]2=[O:25])[CH2:3]1. Reported procedure: Repeating Example 1 but using 1-[(6-methylergolin -8β- yl)methyl]-2,4-imidazolidinedione instead of 1-[(6-methyl -Δ- 9,10-ergolen -8β- methyl]-2,4-(1H,3H)-pyrimidinedione the title compound was obtained in 63% yield, m.p. 163-165° C.